The task is: describe an organic reaction: reactants, conditions, products, and yield. This data is from the Open Reaction Database (ORD), a public repository of structured organic reaction records. Starting materials: aq. solution, O=C1C(O)=C([O-])[C@H](O1)[C@@H](O)CO.[Na+] (sodium ascorbate), C1(=CC=CC=C1)C#C (Phenylacetylene), FC(C=1C=C(CN=[N+]=[N-])C=CC1)(F)F (3-(trifluoromethyl)benzyl azide). The reagents and catalysts are [O-]S(=O)(=O)[O-].[Cu+2] (CuSO4). The solvent is CC(C)(C)O.O (t-BuOH H2O). Run at time 4 hour. Yields the product C1(=CC=CC=C1)C=1N=NN(C1)CC1=CC(=CC=C1)C(F)(F)F (4-Phenyl-1-(3-(trifluoromethyl)benzyl)-1H-1,2,3-triazole). Isolated yield 91.8%. As a reaction SMILES: [C:1]1([C:7]#[CH:8])[CH:6]=[CH:5][CH:4]=[CH:3][CH:2]=1.[F:9][C:10]([F:22])([F:21])[C:11]1[CH:12]=[C:13]([CH:18]=[CH:19][CH:20]=1)[CH2:14][N:15]=[N+:16]=[N-:17].O=C1O[C@H]([C@H](CO)O)C([O-])=C1O.[Na+]>CC(O)(C)C.O.[O-]S([O-])(=O)=O.[Cu+2]>[C:1]1([C:7]2[N:17]=[N:16][N:15]([CH2:14][C:13]3[CH:18]=[CH:19][CH:20]=[C:11]([C:10]([F:9])([F:22])[F:21])[CH:12]=3)[CH:8]=2)[CH:6]=[CH:5][CH:4]=[CH:3][CH:2]=1 |f:2.3,4.5,6.7|. Reported procedure: Route B: Phenylacetylene (0.409 g, 4 mmol) and 3-(trifluoromethyl)benzyl azide (0.805 g, 4.00 mmol) were dissolved in 4:1 t-BuOH/H2O (25 ml) and then treated sequentially with a 1M aq. solution of CuSO4 (0.200 ml, 0.200 mmol) followed by solid sodium ascorbate (0.079 g, 0.400 mmol). The sample was stirred at r.t. for 4 h. during which time a precipitate formed. The sample was quenched with 10 mL of 10% NH4OH aq. and the solid was isolated by filtration. The solid was washed with water and dried ... Reactants: COC1=CC(=NC2=CC=CC=C12)C(=O)N1CCC2(CC1)OC1=CC=C(C=C1C(C2)=O)NC(C)=O (N-{1′-[(4-methoxyquinolin-2-yl)carbonyl]-4-oxospiro[chroman-2,4′-piperidin]-6-yl}acetamide), Cl.CCOC(=O)C (HCl EtOAc). Solvent: C(Cl)(Cl)Cl (CHCl3), CO (MeOH). Reaction conditions: time 18 hour. Product: Cl.COC1=CC(=NC2=CC=CC=C12)C(=O)N1CCC2(CC1)OC1=CC=C(C=C1C(C2)=O)NC(C)=O (N-{1′-[(4-methoxyquinolin-2-yl)carbonyl]-4-oxospiro[chroman-2,4′-piperidin]-6-yl}acetamide hydrochloride). Reaction SMILES: [CH3:1][O:2][C:3]1[C:12]2[C:7](=[CH:8][CH:9]=[CH:10][CH:11]=2)[N:6]=[C:5]([C:13]([N:15]2[CH2:20][CH2:19][C:18]3([CH2:29][C:28](=[O:30])[C:27]4[C:22](=[CH:23][CH:24]=[C:25]([NH:31][C:32](=[O:34])[CH3:33])[CH:26]=4)[O:21]3)[CH2:17][CH2:16]2)=[O:14])[CH:4]=1.[ClH:35].CCOC(C)=O>C(Cl)(Cl)Cl.CO>[ClH:35].[CH3:1][O:2][C:3]1[C:12]2[C:7](=[CH:8][CH:9]=[CH:10][CH:11]=2)[N:6]=[C:5]([C:13]([N:15]2[CH2:16][CH2:17][C:18]3([CH2:29][C:28](=[O:30])[C:27]4[C:22](=[CH:23][CH:24]=[C:25]([NH:31][C:32](=[O:34])[CH3:33])[CH:26]=4)[O:21]3)[CH2:19][CH2:20]2)=[O:14])[CH:4]=1 |f:1.2,5.6|. Procedure details: 14.0 g of the compound obtained in Example 1 was dissolved in CHCl3 (80 mL)-MeOH (20 mL), to which was added 4 N HCl/EtOAc (15 mL), and the resulting mixture was concentrated. The residue was dissolved in 30 mL of MeOH, and 50 mL of water was added to it at 0° C., stirred at room temperature for 18 hours. The resulting precipitate was taken out through filtration, washed with 30% MeOHaq and dried in vacuum to obtain the intended compound. 1H-NMR (300 MHz, DMSO-d6) δ: 10.04 (1H, s), 8.24 (1H, d, ... Reactants: CCOC1=CCc2cccc(N)c2C1, O=C=Nc1ccc(Cl)c(C(F)(F)F)c1, C1CCOC1, O. Yields the product CCOC1=CCc2cccc(NC(=O)Nc3ccc(Cl)c(C(F)(F)F)c3)c2C1. RXN SMILES: [CH2:1]([CH3:2])[O:3][C:4]1=[CH:5][CH2:6][c:7]2[cH:8][cH:9][cH:10][c:11]([NH2:14])[c:12]2[CH2:13]1.[Cl:15][c:16]1[c:17]([C:25]([F:26])([F:27])[F:28])[cH:18][c:19]([N:22]=[C:23]=[O:24])[cH:20][cH:21]1.[O:30]1[CH2:31][CH2:32][CH2:33][CH2:34]1.[OH2:29]>>[CH2:1]([CH3:2])[O:3][C:4]1=[CH:5][CH2:6][c:7]2[cH:8][cH:9][cH:10][c:11]([NH:14][C:23]([NH:22][c:19]3[cH:18][c:17]([C:25]([F:26])([F:27])[F:28])[c:16]([Cl:15])[cH:21][cH:20]3)=[O:24])[c:12]2[CH2:13]1. The solvent is C(Cl)(Cl)Cl (chloroform), C(Cl)(Cl)Cl (chloroform). Reaction SMILES: ClC1C=CC=C(C(OO)=[O:9])C=1.[CH3:12][CH:13]1[CH:18]=[C:17]([C:19]([O:21][CH2:22][C:23]([Cl:26])([Cl:25])[Cl:24])=[O:20])[N:16]2[C:27](=[O:39])[CH:28]([NH:29][C:30](=[O:38])[CH2:31][C:32]3[CH:37]=[CH:36][CH:35]=[CH:34][CH:33]=3)[C@H:15]2[S:14]1>C(Cl)(Cl)Cl>[CH3:12][CH:13]1[CH:18]=[C:17]([C:19]([O:21][CH2:22][C:23]([Cl:24])([Cl:25])[Cl:26])=[O:20])[N:16]2[C:27](=[O:39])[CH:28]([NH:29][C:30](=[O:38])[CH2:31][C:32]3[CH:33]=[CH:34][CH:35]=[CH:36][CH:37]=3)[C@H:15]2[S:14]1=[O:9]. The reactants are ClC1=CC(=CC=C1)C(=O)OO (3-chloroperbenzoic acid), CC1S[C@H]2N(C(=C1)C(=O)OCC(Cl)(Cl)Cl)C(C2NC(CC2=CC=CC=C2)=O)=O (2,2,2-trichloroethyl 2-methyl-7-(2-phenylacetamido)-3-cephem-4-carboxylate). Procedure details: A solution of 3-chloroperbenzoic acid (0.44 g.) in chloroform (5 ml.) was dropwise added under ice-cooling to a solution of 2,2,2-trichloroethyl 2-methyl-7-(2-phenylacetamido)-3-cephem-4-carboxylate (0.92 g.) in chloroform (10 ml.) and the mixture was stirred for 1.5 hours at the same temperature. After the reaction, the precipitating crystals were filtered off and the filtrate was washed in turn with a sodium bicarbonate aqueous solution and a saturated sodium chloride aqueous solution, followe... Conditions: time 1.5 hour. Yields the product CC1S([C@H]2N(C(=C1)C(=O)OCC(Cl)(Cl)Cl)C(C2NC(CC2=CC=CC=C2)=O)=O)=O (2,2,2-trichloroethyl 2-methyl-7-(2-phenylacetamido)-3-cephem-4-carboxylate-1-oxide). The reactants are N1=CC=C(C=C1)/C=C/C(=O)OCC (Ethyl (E)-3-pyridin-4-ylprop-2-enoate), [H][H] (hydrogen). The reagents and catalysts are [Pd] (palladium on carbon). Solvent: CO (MeOH). Product: N1=CC=C(C=C1)CCC(=O)OCC (Ethyl 3-pyridin-4-ylpropanoate). As a reaction SMILES: [N:1]1[CH:6]=[CH:5][C:4](/[CH:7]=[CH:8]/[C:9]([O:11][CH2:12][CH3:13])=[O:10])=[CH:3][CH:2]=1.[H][H]>CO.[Pd]>[N:1]1[CH:6]=[CH:5][C:4]([CH2:7][CH2:8][C:9]([O:11][CH2:12][CH3:13])=[O:10])=[CH:3][CH:2]=1. Procedure details: Ethyl (E)-3-pyridin-4-ylprop-2-enoate (Method 8; 102.3 g, 576 mmol) in MeOH (300 ml) was hydrogenated using palladium on carbon 5% (9.0 g) under atmospheric pressure hydrogen for 72 hours. The catalyst was filtered off through diatomaceous earth and the filtrate concentrated to give a yellow oil. Yield 103.1 g (99%). NMR (300 MHz, CDCl3) 8.50 (d, 2H), 7.15 (d, 2H), 4.12 (q, 2H), 2.95 (t, 2.64 (t, 2H), 1.21 (t, 3H); m/z 180.4. Yield: 89.2%. RXN SMILES: C(O[C:6]1[C:7](=[O:16])[C:8](=[O:15])[C:9]=1[NH:10][C:11]([CH3:14])([CH3:13])[CH3:12])CCC.[Cl:17][C:18]1[C:25]([Cl:26])=[CH:24][CH:23]=[CH:22][C:19]=1[CH2:20][NH2:21]>O1CCCC1>[C:11]([NH:10][C:9]1[C:8](=[O:15])[C:7](=[O:16])[C:6]=1[NH:21][CH2:20][C:19]1[CH:22]=[CH:23][CH:24]=[C:25]([Cl:26])[C:18]=1[Cl:17])([CH3:12])([CH3:13])[CH3:14]. Procedure details: Tetrahydrofuran (12 mL), 3-butoxy-4-tert-butylamino-cyclobut-3-ene-1,2-dione (1.13 g, 5.0 mmol, Example 1), and 2,3-dichlorobenzylamine (0.88 g, 5.0 mmol) were stirred together at room temperature for 64 hours. After removal of solvent, trituation of the residue with diethyl ether and drying gave 1.46 g of a white solid. Four recrystallizations of this crude product from acetonitrile provided 0.927 g of the title compound as a white solid: mp 237°-243° C. (dec). MS (m/z) 327 ([M+H]+). Product: C(C)(C)(C)NC=1C(C(C1NCC1=C(C(=CC=C1)Cl)Cl)=O)=O (3-(t-Butylamino)-4-(2,3-dichloro-benzylamino)-cyclobut-3-ene-1,2-dione). The reactants are C(CCC)OC=1C(C(C1NC(C)(C)C)=O)=O (3-Butoxy-4-tert-butylamino-cyclobut-3-ene-1,2-dione), ClC1=C(CN)C=CC=C1Cl (2,3-dichlorobenzylamine). Run in O1CCCC1 (Tetrahydrofuran). Starting materials: ClC=1C=C(C=CC1)N1C(NCC2=C1N=CC=C2)=O (1-(3-chlorophenyl)pyrido[2,3-d]pyrimidine-2(1H,3H)-one), C(=O)(N1C=NC=C1)N1C=NC=C1 (1,1'-Carbonyldiimidazole), ClC=1C=C(NC2=NC=CC=C2CN)C=CC1 (2-(3-chloroanilino)-3-aminomethylpyridine), O1CCCC1 (tetrahydrofuran). Conditions: time 5 minute. The product is C(C)(=O)OCC.C(C)OCC (ethyl acetate ethyl ether). Isolated yield 50.0%. RXN SMILES: ClC1C=C(C=CC=1)NC1C(CN)=CC=CN=1.C(N1C=CN=C1)(N1C=CN=C1)=[O:18].ClC1C=C(N2C3N=CC=CC=3CNC2=O)C=CC=1.[O:47]1[CH2:51][CH2:50][CH2:49][CH2:48]1>>[C:48]([O:47][CH2:51][CH3:50])(=[O:18])[CH3:49].[CH2:48]([O:47][CH2:51][CH3:50])[CH3:49] |f:4.5|. Reported procedure: Sodium hydride (previously washed in hexanes) was added to a solution of 2-(3-chloroanilino)-3-aminomethylpyridine (10.3 g, 44.1 mmole) in tetrahydrofuran (200 ml). The solution was stirred at room temperature for 5 minutes. 1,1'-Carbonyldiimidazole (10.7 g, 66.1 mmole) was added gradually to the solution with stirring; after the addition the solution was refluxed for 22 hours. The solvents were removed and H2O was added to the residue. The solid material was extracted in ethyl acetate, washed w... The reactants are C1=CC2=C(N=C1)N(N=N2)O (HOAt), C(#N)C(C)(C)C=1C=C(C(=O)O)C=CN1 (2-(2-cyanopropan-2-yl)isonicotinic acid), C(CCl)Cl (EDC), BrC=1C=C(C=NC1C)N (5-bromo-6-methylpyridin-3-amine), C(#N)C(C)(C)C=1C=C(C(=O)O)C=CN1 (2-(2-cyanopropan-2-yl)isonicotinic acid), C1=CC2=C(N=C1)N(N=N2)O (HOAt), C(CCl)Cl (EDC). Solvent: O (water), O (water), CN(C)C=O (DMF), CN(C)C=O (DMF). Conditions: time 3 hour. Product: BrC=1C=C(C=NC1C)NC(C1=CC(=NC=C1)C(C)(C)C#N)=O (N-(5-bromo-6-methylpyridin-3-yl)-2-(2-cyanopropan-2-yl)isonicotinamide). As a reaction SMILES: C(Cl)CCl.[Br:5][C:6]1[CH:7]=[C:8]([NH2:13])[CH:9]=[N:10][C:11]=1[CH3:12].[C:14]([C:16]([C:19]1[CH:20]=[C:21]([CH:25]=[CH:26][N:27]=1)[C:22](O)=[O:23])([CH3:18])[CH3:17])#[N:15].C1C=NC2N(O)N=NC=2C=1>CN(C=O)C.O>[Br:5][C:6]1[CH:7]=[C:8]([NH:13][C:22](=[O:23])[C:21]2[CH:25]=[CH:26][N:27]=[C:19]([C:16]([C:14]#[N:15])([CH3:17])[CH3:18])[CH:20]=2)[CH:9]=[N:10][C:11]=1[CH3:12]. Reported procedure: EDC (1.3 equiv.) was added to a solution of 5-bromo-6-methylpyridin-3-amine (1.05 equiv), 2-(2-cyanopropan-2-yl)isonicotinic acid (1.0 equiv), HOAt (1.3 equiv) in DMF (0.17 M). The mixture was stirred at ambient temperature 3 hrs. The reaction mixture was diluted with water and extracted with ethyl acetate. The combined extracts were washed sequentially with 1M aqueous sodium hydroxide and brine, dried over sodium sulfate, filtered, and concentrated. The crude was purified by ISCO(50% EtOAc/Hept... The reactants are [OH-].[Na+] (NaOH), Cl (HCl), C(CC)C1=NC2=C(C(O1)=O)C=CC=C2 (2-propyl-4H-3,1-benzoxazin-4-one), C(C1=CC=CC=C1)N (benzylamine). Solvent: C(CO)O (ethylene glycol), O (water), C(Cl)(Cl)Cl (chloroform). Yields the product C(C1=CC=CC=C1)N1C(=NC2=CC=CC=C2C1=O)CCC (3-benzyl-2-propylquinazolin-4(3H)-one). As a reaction SMILES: [CH2:1]([C:4]1O[C:8](=[O:10])[C:7]2[CH:11]=[CH:12][CH:13]=[CH:14][C:6]=2[N:5]=1)[CH2:2][CH3:3].[CH2:15]([NH2:22])[C:16]1[CH:21]=[CH:20][CH:19]=[CH:18][CH:17]=1.[OH-].[Na+].Cl>C(Cl)(Cl)Cl.C(O)CO.O>[CH2:15]([N:22]1[C:8](=[O:10])[C:7]2[C:6](=[CH:14][CH:13]=[CH:12][CH:11]=2)[N:5]=[C:4]1[CH2:1][CH2:2][CH3:3])[C:16]1[CH:21]=[CH:20][CH:19]=[CH:18][CH:17]=1 |f:2.3|. Procedure details: A solution of 2-propyl-4H-3,1-benzoxazin-4-one (1—1, 2.84 g, 15.0 mmol, 1 equiv.) and benzylamine(1.77 g, 16.5 mmol, 1.10 equiv.) in chloroform (10 mL) was heated at reflux for 4 hours. The reaction mixture was concentrated and the residue was heated in a mixture of NaOH (60 mg, 1.5 mmol, 0.1 equiv.) in ethylene glycol (10 mL) at 135° C. for 5 hours. The reaction mixture was cooled and diluted with water. The pH of the resulting mixture was adjusted to 7 by the addition of 6 N HCl. The insoluble...